From a dataset of the Open Reaction Database (ORD), a public repository of structured organic reaction records. describe an organic reaction: reactants, conditions, products, and yield The reactants are O=C(Cl)c1cnc(Cl)nc1C(F)(F)F, O. Yields the product O=C(O)c1cnc(Cl)nc1C(F)(F)F. Reaction SMILES: [Cl:1][c:2]1[n:3][cH:4][c:5]([C:12](=[O:13])[Cl:14])[c:6]([C:8]([F:9])([F:10])[F:11])[n:7]1.[OH2:15]>>[Cl:1][c:2]1[n:3][cH:4][c:5]([C:12]([OH:13])=[O:15])[c:6]([C:8]([F:9])([F:10])[F:11])[n:7]1. Yields the product FC=1C=C2C(=CNC2=CC1)C=1CCN(CC1)CCCCN (5-fluoro-3-[1-(4-aminobutyl)-1,2,3,6-tetrahydropyridin-4-yl]indole). The solvent is C1CCOC1 (THF), C1CCOC1 (THF). Yield: 87.1%. Procedure: To a solution of 5-fluoro-3-[1-(3-cyanopropyl)-1,2,3,6-tetrahydropyridin-4-yl]indole (10 g, 35 mmol) in 300 ml of dry THF was added slowly LiAlH4 (2.0 g ). The mixture was stirred and heated to reflux for 2 h. Then the reaction mixture was cooled and water (1.9 ml) in THF (10 ml) was added slowly, followed by 2N sodium hydroxide (1.9 ml). This mixture was heated to reflux for 0.25 h , filtered over hyflo and concentrated to give 8.76 g (88%) of the title compound. RXN SMILES: [F:1][C:2]1[CH:3]=[C:4]2[C:8](=[CH:9][CH:10]=1)[NH:7][CH:6]=[C:5]2[C:11]1[CH2:12][CH2:13][N:14]([CH2:17][CH2:18][CH2:19][C:20]#[N:21])[CH2:15][CH:16]=1.[H-].[H-].[H-].[H-].[Li+].[Al+3].O.[OH-].[Na+]>C1COCC1>[F:1][C:2]1[CH:3]=[C:4]2[C:8](=[CH:9][CH:10]=1)[NH:7][CH:6]=[C:5]2[C:11]1[CH2:12][CH2:13][N:14]([CH2:17][CH2:18][CH2:19][CH2:20][NH2:21])[CH2:15][CH:16]=1 |f:1.2.3.4.5.6,8.9|. The reactants are FC=1C=C2C(=CNC2=CC1)C=1CCN(CC1)CCCC#N (5-fluoro-3-[1-(3-cyanopropyl)-1,2,3,6-tetrahydropyridin-4-yl]indole), [H-].[H-].[H-].[H-].[Li+].[Al+3] (LiAlH4), O (water), [OH-].[Na+] (sodium hydroxide). Starting materials: COC(=O)C=1NC2=CC(=CC(=C2C1)CCC=CC(=O)OC(C)(C)C)Cl (6-chloro-4-(4-tert-butoxycarbonyl-3-butenyl)indole-2-carboxylic acid methyl ester), C1CC(=O)N(C1=O)Br (NBS). The solvent is CN(C)C=O (DMF), CN(C)C=O (DMF), C(=O)(O)[O-].[Na+] (NaHCO3). Run at temperature 0 celsius, time 1 hour. Yields the product COC(=O)C=1NC2=CC(=CC(=C2C1Br)CCC=CC(=O)OC(C)(C)C)Cl (3-Bromo-6-chloro-4-(4-tert-butoxycarbonyl-3-butenyl)indole-2-carboxylic acid methyl ester). The yield is 91.0%. RXN SMILES: [CH3:1][O:2][C:3]([C:5]1[NH:6][C:7]2[C:12]([CH:13]=1)=[C:11]([CH2:14][CH2:15][CH:16]=[CH:17][C:18]([O:20][C:21]([CH3:24])([CH3:23])[CH3:22])=[O:19])[CH:10]=[C:9]([Cl:25])[CH:8]=2)=[O:4].C1C(=O)N([Br:33])C(=O)C1>CN(C=O)C.C([O-])(O)=O.[Na+]>[CH3:1][O:2][C:3]([C:5]1[NH:6][C:7]2[C:12]([C:13]=1[Br:33])=[C:11]([CH2:14][CH2:15][CH:16]=[CH:17][C:18]([O:20][C:21]([CH3:22])([CH3:24])[CH3:23])=[O:19])[CH:10]=[C:9]([Cl:25])[CH:8]=2)=[O:4] |f:3.4|. Reported procedure: To a solution of 6-chloro-4-(4-tert-butoxycarbonyl-3-butenyl)indole-2-carboxylic acid methyl ester (12.0 g, 33 mmol) in DMF (120 mL) was added slowly a solution of NBS (5.87 g, 33 mmol) in DMF (60 mL) at 0° C. The mixture was stirred for 1 h at 0° C., diluted with aqueous NaHCO3, and extracted with 2:1 ethyl acetate/toluene. The extract was washed with water and brine, dried over MgSO4, and concentrated. The residue was purified by silica gel column chromatography with 8:1 to 5:1 hexane/ethyl ac... The reactants are NC(=O)C1C2C=CC(C2)C1Nc1nc(Cl)ncc1Cl, COc1cc2c(cc1N)CCN(CC(=O)N1CCOCC1)CC2. Product: COc1cc2c(cc1Nc1ncc(Cl)c(NC3C4C=CC(C4)C3C(N)=O)n1)CCN(CC(=O)N1CCOCC1)CC2. RXN SMILES: [Cl:1][c:2]1[n:3][cH:4][c:5]([Cl:19])[c:6]([NH:8][CH:9]2[CH:10]([C:16](=[O:17])[NH2:18])[CH:11]3[CH:12]=[CH:13][CH:14]2[CH2:15]3)[n:7]1.[NH2:20][c:21]1[cH:22][c:23]2[c:24]([cH:39][c:40]1[O:41][CH3:42])[CH2:25][CH2:26][N:27]([CH2:30][C:31](=[O:32])[N:33]1[CH2:34][CH2:35][O:36][CH2:37][CH2:38]1)[CH2:28][CH2:29]2>>[c:2]1([NH:20][c:21]2[cH:22][c:23]3[c:24]([cH:39][c:40]2[O:41][CH3:42])[CH2:25][CH2:26][N:27]([CH2:30][C:31](=[O:32])[N:33]2[CH2:34][CH2:35][O:36][CH2:37][CH2:38]2)[CH2:28][CH2:29]3)[n:3][cH:4][c:5]([Cl:19])[c:6]([NH:8][CH:9]2[CH:10]([C:16](=[O:17])[NH2:18])[CH:11]3[CH:12]=[CH:13][CH:14]2[CH2:15]3)[n:7]1. The product is N#Cc1c(Cl)c(F)cc(Br)c1Cl. RXN SMILES: [Br-:19].[BrH:20].[C:1](#[N:2])[c:3]1[c:4]([Cl:12])[c:5]([NH2:6])[cH:7][c:8]([F:11])[c:9]1[Cl:10].[ClH:14].[N:15]([O-:16])=[O:17].[Na+:18].[OH2:13].[OH2:21]>>[C:1](#[N:2])[c:3]1[c:4]([Cl:12])[c:5]([Br:19])[cH:7][c:8]([F:11])[c:9]1[Cl:10]. Starting materials: [Br-], Br, N#Cc1c(Cl)c(N)cc(F)c1Cl, Cl, O=N[O-], [Na+], O, O.